This data is from the Open Reaction Database (ORD), a public repository of structured organic reaction records. The task is: describe an organic reaction: reactants, conditions, products, and yield Reactants: O=C([O-])[O-], CN1CCCC1=O, Cn1c(=O)[nH]c(=O)c2c1ncn2C(c1ccccc1)(c1ccccc1)c1ccccc1, ClCCOCc1ccc(Cl)cc1, [K+], [K+], O. Yields the product Cn1c(=O)n(CCOCc2ccc(Cl)cc2)c(=O)c2c1ncn2C(c1ccccc1)(c1ccccc1)c1ccccc1. As a reaction SMILES: [C:1](=[O:2])([O-:3])[O-:4].[CH3:51][N:52]1[CH2:53][CH2:54][CH2:55][C:56]1=[O:57].[CH3:7][n:8]1[c:9](=[O:37])[nH:10][c:11](=[O:36])[c:12]2[n:13]([C:17]([c:18]3[cH:19][cH:20][cH:21][cH:22][cH:23]3)([c:24]3[cH:25][cH:26][cH:27][cH:28][cH:29]3)[c:30]3[cH:31][cH:32][cH:33][cH:34][cH:35]3)[cH:14][n:15][c:16]12.[Cl:38][c:39]1[cH:40][cH:41][c:42]([CH2:43][O:44][CH2:45][CH2:46][Cl:47])[cH:48][cH:49]1.[K+:5].[K+:6].[OH2:50]>>[CH3:7][n:8]1[c:9](=[O:37])[n:10]([CH2:46][CH2:45][O:44][CH2:43][c:42]2[cH:41][cH:40][c:39]([Cl:38])[cH:49][cH:48]2)[c:11](=[O:36])[c:12]2[n:13]([C:17]([c:18]3[cH:19][cH:20][cH:21][cH:22][cH:23]3)([c:24]3[cH:25][cH:26][cH:27][cH:28][cH:29]3)[c:30]3[cH:31][cH:32][cH:33][cH:34][cH:35]3)[cH:14][n:15][c:16]12.